From a dataset of the Open Reaction Database (ORD), a public repository of structured organic reaction records. describe an organic reaction: reactants, conditions, products, and yield Reactants: HMB-methionine, C(C)OC([C@@H](N)CC(C)C)=O (leucine ethyl ester), N[C@@H](CCSC)C(=O)O (methionine), N[C@@H](CC(C)C)C(=O)O (leucine), N[C@@H](CC(C)C)C(=O)O (leucine), HMB-leucine, ethyl ester. Yields the product N[C@@H](CCSC)C(=O)O (methionine), N[C@@H](CC1=CC=C(C=C1)O)C(=O)O (tyrosine). Reaction SMILES: [NH2:1][C@H:2]([C:7]([OH:9])=[O:8])[CH2:3][CH:4]([CH3:6])[CH3:5].C(O[C:13](=[O:20])[C@H:14](CC(C)C)N)C.[NH2:21][C@H:22]([C:27]([OH:29])=[O:28])[CH2:23][CH2:24][S:25][CH3:26]>>[NH2:21][C@H:22]([C:27]([OH:29])=[O:28])[CH2:23][CH2:24][S:25][CH3:26].[NH2:1][C@H:2]([C:7]([OH:9])=[O:8])[CH2:3][C:4]1[CH:6]=[CH:14][C:13]([OH:20])=[CH:22][CH:5]=1. Reported procedure: The papain-catalyzed synthesis of leucine and HMB co-oligomers was performed. Synthesis of leucine oligomers and HMB-leucine co-oligomers was initiated with leucine ethyl ester and HMB ethyl ester as the substrates. The overall synthesis and purification approach was similar to the one used in the case of methionine and HMB-methionine. Reaction rates similar to those obtained with methionine and tyrosine were achieved. Approximate oligomer yield was 58%. The freeze-dried oligomer precipitates we... The reactants are ClCOCCl (chloromethyl ether), [OH-].[Na+] (sodium hydroxide), C1(=CC=CC=C1)C(C(C1=CC=C(C=C1)O)C1=CC=C(C=C1)F)C(F)(F)F (2-phenyl-3,3,3-trifluoro-1-(4-fluorophenyl)-1-(4-hydroxyphenyl)-propane). The solvent is C1=CC=CC=C1 (benzene), C1=CC=CC=C1 (benzene). Conditions: time 1 hour. The product is C1(=CC=CC=C1)C(C(C1=CC=C(C=C1)OCOC)C1=CC=C(C=C1)F)C(F)(F)F (2-phenyl-3,3,3-trifluoro-1-(4-fluorophenyl)-1-(4-methoxymethoxy-phenyl)-propane). Yield: 67.2%. RXN SMILES: Cl[CH2:2][O:3][CH2:4]Cl.[OH-].[Na+].[C:8]1([CH:14]([C:30]([F:33])([F:32])[F:31])[CH:15]([C:23]2[CH:28]=[CH:27][C:26]([F:29])=[CH:25][CH:24]=2)[C:16]2[CH:21]=[CH:20][C:19]([OH:22])=[CH:18][CH:17]=2)[CH:13]=[CH:12][CH:11]=[CH:10][CH:9]=1>C1C=CC=CC=1>[C:8]1([CH:14]([C:30]([F:33])([F:31])[F:32])[CH:15]([C:23]2[CH:28]=[CH:27][C:26]([F:29])=[CH:25][CH:24]=2)[C:16]2[CH:17]=[CH:18][C:19]([O:22][CH2:2][O:3][CH3:4])=[CH:20][CH:21]=2)[CH:13]=[CH:12][CH:11]=[CH:10][CH:9]=1 |f:1.2|. Reported procedure: 9.6 g (120 mmoles) of chloromethyl ether and 8.4 g (210 mmoles) of powdered sodium hydroxide are added to a solution of 27.7 g (76 mmoles) of 2-phenyl-3,3,3-trifluoro-1-(4-fluorophenyl)-1-(4-hydroxyphenyl)-propane in 100 ml of benzene, prepared as described in Example 22, and the mixture is boiled for one hour. The reaction mixture is diluted with 150 ml of benzene, washed with a 20% aqueous ammonium chloride solution until neutral, dried and evaporated. The residue is dissolved in benzene and p...